Dataset: the Open Reaction Database (ORD), a public repository of structured organic reaction records. Task: describe an organic reaction: reactants, conditions, products, and yield Starting materials: C1CN2CCN1CC2, COc1ccccc1-c1nc2c(C)cccc2cc1CO, CS(C)=O, Clc1ncnc2nc[nH]c12, [H-], [Na+]. The product is COc1ccccc1-c1nc2c(C)cccc2cc1COc1ncnc2[nH]cnc12. Reaction SMILES: [CH2:11]1[N:12]2[CH2:13][CH2:14][N:15]([CH2:16][CH2:17]2)[CH2:18]1.[CH3:21][O:22][c:23]1[c:24](-[c:29]2[n:30][c:31]3[c:32]([CH3:41])[cH:33][cH:34][cH:35][c:36]3[cH:37][c:38]2[CH2:39][OH:40])[cH:25][cH:26][cH:27][cH:28]1.[CH3:42][S:43]([CH3:44])=[O:45].[Cl:1][c:2]1[c:3]2[nH:4][cH:5][n:6][c:7]2[n:8][cH:9][n:10]1.[H-:19].[Na+:20]>>[c:2]1([O:40][CH2:39][c:38]2[c:29](-[c:24]3[c:23]([O:22][CH3:21])[cH:28][cH:27][cH:26][cH:25]3)[n:30][c:31]3[c:32]([CH3:41])[cH:33][cH:34][cH:35][c:36]3[cH:37]2)[c:3]2[n:4][cH:5][nH:6][c:7]2[n:8][cH:9][n:10]1.